This data is from the Open Reaction Database (ORD), a public repository of structured organic reaction records. The task is: describe an organic reaction: reactants, conditions, products, and yield The reactants are [N+](=O)([O-])C1=C2C=3C(=NN(C3C=C1)CCNCCO)C1=C(S2)C=CC=C1 (2-[[2-(5-nitro-2H[1]benzothiopyrano[4,3,2-cd]indazol-2-yl)-ethyl]amino]ethanol), C(C)(=O)[O-].[Na+] (sodium acetate), CC(=O)OC(=O)C (Ac2O), O (H2O). Conditions: temperature 25 celsius, time 24 hour. The product is C(C)(=O)OCCN(C(C)=O)CCN1N=C2C=3C(=C(C=CC13)[N+](=O)[O-])SC1=C2C=CC=C1 (N-[2-(Acetyloxy)ethyl]-N-[2-(5-nitro-2H[1]benzothiopyrano[4,3,2-cd]indazole-2-yl)ethyl]acetamide). RXN SMILES: [N+:1]([C:4]1[CH:12]=[CH:11][C:10]2[N:9]([CH2:13][CH2:14][NH:15][CH2:16][CH2:17][OH:18])[N:8]=[C:7]3[C:19]4[CH:25]=[CH:24][CH:23]=[CH:22][C:20]=4[S:21][C:5]=1[C:6]=23)([O-:3])=[O:2].[C:26]([O-:29])(=O)[CH3:27].[Na+].O.[CH3:32][C:33](OC(C)=O)=[O:34]>>[C:33]([O:18][CH2:17][CH2:16][N:15]([CH2:14][CH2:13][N:9]1[C:10]2[CH:11]=[CH:12][C:4]([N+:1]([O-:3])=[O:2])=[C:5]3[S:21][C:20]4[CH:22]=[CH:23][CH:24]=[CH:25][C:19]=4[C:7]([C:6]=23)=[N:8]1)[C:26](=[O:29])[CH3:27])(=[O:34])[CH3:32] |f:1.2|. Procedure details: A mixture of 1.0 g (0.0025 mol) of 2-[[2-(5-nitro-2H[1]benzothiopyrano[4,3,2-cd]indazol-2-yl)-ethyl]amino]ethanol and 0.5 g (0.0053 mol) of sodium acetate in 50 ml of Ac2O was stirred at 25° C. for 24 hours and poured into 500 ml of H2O. The precipitate that accumulated was collected and dried to give 1.0 g of product, mp 113°-116° C. Reactants: C1(CC1)NC(C1=CC(=CC(=C1)CCCOC)CCCOC)=O (N-cyclopropyl-3,5-bis(3-methoxypropyl)benzamide), CN(C)CCN(C)C (TMEDA), C(C)(C)(C)[Li] (t-butyl lithium), BrC(C(Br)(F)F)(F)F (1,2-dibromotetrafluoroethane). Solvent: C1CCOC1 (THF). Run at temperature 0 celsius, time 1 hour. The product is BrC1=C(C(=O)NC2CC2)C=C(C=C1CCCOC)CCCOC (2-Bromo-N-cyclopropyl-3,5-bis(3-methoxypropyl)benzamide). RXN SMILES: [CH:1]1([NH:4][C:5](=[O:22])[C:6]2[CH:11]=[C:10]([CH2:12][CH2:13][CH2:14][O:15][CH3:16])[CH:9]=[C:8]([CH2:17][CH2:18][CH2:19][O:20][CH3:21])[CH:7]=2)[CH2:3][CH2:2]1.CN(CCN(C)C)C.C([Li])(C)(C)C.[Br:36]C(F)(F)C(F)(F)Br>C1COCC1>[Br:36][C:7]1[C:8]([CH2:17][CH2:18][CH2:19][O:20][CH3:21])=[CH:9][C:10]([CH2:12][CH2:13][CH2:14][O:15][CH3:16])=[CH:11][C:6]=1[C:5]([NH:4][CH:1]1[CH2:3][CH2:2]1)=[O:22]. Reported procedure: To a THF (0.1 M) solution of N-cyclopropyl-3,5-bis(3-methoxypropyl)benzamide (1 eq.) from the previous step and freshly distilled TMEDA (1 eq.) was added at −78° C. t-butyl lithium (1.7 M in pentanes, 1 eq.) dropwise over 10 min. The resulting reaction mixture was then slowly warmed to 0° C. over 1 h and stirred at 0° C. for 1 h. With the now orange reaction solution re-cooled to −78° C., 1,2-dibromotetrafluoroethane was added neat, dropwise over 10 min. The cooling bath was removed and the reac... Reactants: NC1=C(C(=C(C(=O)OC(C)(C)C)C=C1)F)C=NO (tert-Butyl 4-amino(hydroxyimino)methyl-2-fluorobenzoate), C(C)(=O)OCC (ethyl acetate). Reagents/catalysts: [Ni] (Raney nickel). The solvent is C(C)O (ethanol), C(C)(=O)O (acetic acid). Conditions: time 1 hour. The product is FC1=C(C(=O)OC(C)(C)C)C=CC(=C1)C=O (tert-Butyl 2-fluoro-4-formylbenzoate). Isolated yield 56.0%. RXN SMILES: N[C:2]1[CH:14]=[CH:13][C:5]([C:6]([O:8][C:9]([CH3:12])([CH3:11])[CH3:10])=[O:7])=[C:4]([F:15])[C:3]=1C=NO.[C:19](OCC)(=[O:21])C>C(O)C.C(O)(=O)C.[Ni]>[F:15][C:4]1[CH:3]=[C:2]([CH:19]=[O:21])[CH:14]=[CH:13][C:5]=1[C:6]([O:8][C:9]([CH3:10])([CH3:11])[CH3:12])=[O:7]. Procedure: tert-Butyl 4-amino(hydroxyimino)methyl-2-fluorobenzoate (WO 2011/016469) (3.90 g, 17.6 mmol) was dissolved in ethanol (40 mL) and acetic acid (40 mL). Raney nickel (ca. 10 g) was added to the mixture at room temperature, and the resulting mixture was stirred for 1 hour under hydrogen flow. After the insoluble material was removed by filtration through Celite, water was added to the filtrate, and the resulting mixture was extracted three times with ethyl acetate, and then dried over anhydrous sod... Reactants: C(C)N (ethanamine), ClC1=CC=C(C=C1)C1(CCC1)C1=NCCC2=CC(=CC=C12)O (1-[1-(4-chlorophenyl)cyclobutyl]-3,4-dihydroisoquinolin-6-ol). Yields the product ClC1=CC=C(C=C1)C1(CCC1)C1=NCCC2=CC(=CC=C12)OCCN (2-({1-[1-(4-Chlorophenyl)cyclobutyl]-3,4-dihydroisoquinolin-6-yl}oxy)ethanamine). As a reaction SMILES: [CH2:1]([NH2:3])[CH3:2].[Cl:4][C:5]1[CH:10]=[CH:9][C:8]([C:11]2([C:15]3[C:24]4[C:19](=[CH:20][C:21]([OH:25])=[CH:22][CH:23]=4)[CH2:18][CH2:17][N:16]=3)[CH2:14][CH2:13][CH2:12]2)=[CH:7][CH:6]=1>>[Cl:4][C:5]1[CH:6]=[CH:7][C:8]([C:11]2([C:15]3[C:24]4[C:19](=[CH:20][C:21]([O:25][CH2:2][CH2:1][NH2:3])=[CH:22][CH:23]=4)[CH2:18][CH2:17][N:16]=3)[CH2:14][CH2:13][CH2:12]2)=[CH:9][CH:10]=1. Procedure: 2-({1-[1-(4-Chlorophenyl)cyclobutyl]-3,4-dihydroisoquinolin-6-yl}oxy)ethanamine was prepared analogously to 2-{1-[1-(4-fluorophenyl)cyclobutyl]-3,4-dihydroisoquinolin-7-yl}oxy)ethanamine using 1-[1-(4-chlorophenyl)cyclobutyl]-3,4-dihydroisoquinolin-6-ol in place of 1-[1-(4-fluorophenyl)cyclobutyl]-3,4-dihydroisoquinolin-7-ol (cf. example 65). The reactants are C([O-])([O-])=O.[Ca+2] (calcium carbonate), C1(=CC=CC=C1)P(O)(O)=O (phenylphosphonic acid). Run in O (water), O (water). Yields the product C([O-])([O-])=O.[Ca+2] (calcium carbonate), C1(=CC=CC=C1)P([O-])([O-])=O.[Ca+2] (calcium phenylphosphonate). Reaction SMILES: [C:1](=[O:4])([O-:3])[O-:2].[Ca+2:5].[C:6]1([P:12](=[O:15])([OH:14])[OH:13])[CH:11]=[CH:10][CH:9]=[CH:8][CH:7]=1>O>[C:1](=[O:2])([O-:4])[O-:3].[Ca+2:5].[C:6]1([P:12](=[O:13])([O-:15])[O-:14])[CH:11]=[CH:10][CH:9]=[CH:8][CH:7]=1.[Ca+2:5] |f:0.1,4.5,6.7|. Reported procedure: An aqueous slurry of calcium carbonate was prepared by charging a 300 mL reaction flask equipped with a stirrer with 10.0 g (100 mmol) of calcium carbonate (Escalon #2300 (average particle size, 1.7 μm), available from Sankyo Seifun KK) and 90.0 g of water. An aqueous solution of 11.1 g (70 mmol) of phenylphosphonic acid (Nissan Chemical Industries, Ltd.) dissolved in 62.7 g of water was gradually added dropwise at room temperature (about 25° C.) to this slurry with stirring, thereby effecting a... Reactants: C(C)C(CC)C=1C=C(C(=O)O)C=C(N1)OC (2-(1-ethyl-propyl)-6-methoxy-isonicotinic acid), C(C)C=1C=C(C(=N)NO)C=C(C1NS(=O)(=O)C)C (3-ethyl-N-hydroxy-4-methanesulfonylamino-5-methyl-benzamidine). The product is C(C)C1=C(C(=CC(=C1)C1=NOC(=N1)C1=CC(=NC(=C1)OC)C(CC)CC)C)NS(=O)(=O)C (N-(2-Ethyl-4-{5-[2-(1-ethyl-propyl)-6-methoxy-pyridin-4-yl]-[1,2,4]oxadiazol-3-yl}-6-methyl-phenyl)-methanesulfonamide). Isolated yield 36.6%. Reaction SMILES: [CH2:1]([CH:3]([C:6]1[CH:7]=[C:8]([CH:12]=[C:13]([O:15][CH3:16])[N:14]=1)[C:9]([OH:11])=O)[CH2:4][CH3:5])[CH3:2].[CH2:17]([C:19]1[CH:20]=[C:21]([CH:26]=[C:27]([CH3:34])[C:28]=1[NH:29][S:30]([CH3:33])(=[O:32])=[O:31])[C:22]([NH:24]O)=[NH:23])[CH3:18]>>[CH2:17]([C:19]1[CH:20]=[C:21]([C:22]2[N:24]=[C:9]([C:8]3[CH:12]=[C:13]([O:15][CH3:16])[N:14]=[C:6]([CH:3]([CH2:1][CH3:2])[CH2:4][CH3:5])[CH:7]=3)[O:11][N:23]=2)[CH:26]=[C:27]([CH3:34])[C:28]=1[NH:29][S:30]([CH3:33])(=[O:31])=[O:32])[CH3:18]. Procedure details: The title compound (24 mg) is prepared in analogy to Example 11 starting from 2-(1-ethyl-propyl)-6-methoxy-isonicotinic acid (32 mg, 143 μmol) and 3-ethyl-N-hydroxy-4-methanesulfonylamino-5-methyl-benzamidine (40 mg, 150 mmol); LC-MS**: tR=0.91 min, [M+H]+=459.09; 1H NMR (CDCl3): δ0.85 (t, J=7.3 Hz, 6H), 1.36 (t, J=7.3 Hz, 3H), 1.69-1.89 (m, 4H), 2.56 (s, 3H), 2.57-2.65 (m, 1H), 2.93 (q, J=7.5 Hz, 2H), 3.18 (s, 3H), 4.02 (s, 3H), 5.92 (s, 1H), 7.33 (s, 1H), 7.44 (s, 1H), 7.97 (s, 1H), 7.99 (s, 1... Reactants: FC(C(O)C1=CC=C(C=C1)F)(F)F (2,2,2-trifluoro-1-(4-fluoro-phenyl)ethanol), FC(S(=O)(=O)Cl)(F)F (trifluoromethanesulfonyl chloride), [H-].[Na+] (NaH). The solvent is C(C)OCC (diethyl ether), C(C)OCC (diethyl ether), C(C)OCC (diethyl ether), CCCCCC (hexane). Reaction conditions: time 2 hour. The product is FC(C(C1=CC=C(C=C1)F)OS(=O)(=O)C(F)(F)F)(F)F (trifluoromethanesulfonic acid 2,2,2-trifluoro-1-(4-fluorophenyl)ethyl ester). Yield: 101.2%. Reaction SMILES: [H-].[Na+].[F:3][C:4]([F:15])([F:14])[CH:5]([C:7]1[CH:12]=[CH:11][C:10]([F:13])=[CH:9][CH:8]=1)[OH:6].[F:16][C:17]([F:23])([F:22])[S:18](Cl)(=[O:20])=[O:19]>CCCCCC.C(OCC)C>[F:15][C:4]([F:3])([F:14])[CH:5]([O:6][S:18]([C:17]([F:23])([F:22])[F:16])(=[O:20])=[O:19])[C:7]1[CH:8]=[CH:9][C:10]([F:13])=[CH:11][CH:12]=1 |f:0.1|. Reported procedure: NaH (640 mg, 16 mmol, 60% in mineral oil) was washed twice with hexane (20 mL) and then suspended in dried diethyl ether (20 mL). A solution of 2,2,2-trifluoro-1-(4-fluoro-phenyl)ethanol (1.94 g, 10 mmol) in diethyl ether (10 mL) was added at 0° C. After stirring for 2 h at room temperature, a solution of trifluoromethanesulfonyl chloride (1.68 g, 10 mmol) in diethyl ether (10 mL) was added. After 2 h, the reaction mixture was quenched by adding a solution of NaHCO3 and the product was extracted...